This data is from the Open Reaction Database (ORD), a public repository of structured organic reaction records. The task is: describe an organic reaction: reactants, conditions, products, and yield Reactants: C1CCOC1, CC#N, CCOC(=O)COc1ccc2cc(-c3oc4ccccc4c3C(=O)CC3CCCC3)ccc2c1, [K+], [OH-], O. The product is O=C(O)COc1ccc2cc(-c3oc4ccccc4c3C(=O)CC3CCCC3)ccc2c1. Reaction SMILES: [CH2:40]1[O:41][CH2:42][CH2:43][CH2:44]1.[CH3:37][C:38]#[N:39].[CH:1]1([CH2:6][C:7](=[O:8])[c:9]2[c:10](-[c:18]3[cH:19][c:20]4[cH:21][cH:22][c:23]([O:28][CH2:29][C:30](=[O:31])[O:32][CH2:33][CH3:34])[cH:24][c:25]4[cH:26][cH:27]3)[o:11][c:12]3[c:13]2[cH:14][cH:15][cH:16][cH:17]3)[CH2:2][CH2:3][CH2:4][CH2:5]1.[K+:36].[OH-:35].[OH2:45]>>[CH:1]1([CH2:6][C:7](=[O:8])[c:9]2[c:10](-[c:18]3[cH:19][c:20]4[cH:21][cH:22][c:23]([O:28][CH2:29][C:30](=[O:31])[OH:32])[cH:24][c:25]4[cH:26][cH:27]3)[o:11][c:12]3[c:13]2[cH:14][cH:15][cH:16][cH:17]3)[CH2:2][CH2:3][CH2:4][CH2:5]1. Starting materials: C=O, CNC, Cl, Cl, [K+], [K+], [K+], O=C([O-])[O-], [OH-], O, c1c[nH]cn1. The product is CN(C)Cn1ccnc1. As a reaction SMILES: [CH2:11]=[O:12].[CH3:7][NH:8][CH3:9].[ClH:10].[ClH:6].[K+:14].[K+:15].[K+:16].[O-:17][C:18]([O-:19])=[O:20].[OH-:13].[OH2:21].[nH:1]1[cH:2][n:3][cH:4][cH:5]1>>[n:1]1([CH2:18][N:8]([CH3:7])[CH3:9])[cH:2][n:3][cH:4][cH:5]1. RXN SMILES: [CH3:1][CH:2]([CH3:30])[C:3]([NH:5][C:6]1[CH:11]=[CH:10][CH:9]=[C:8]([CH:12]2[CH2:17][CH2:16][N:15]([CH2:18][CH2:19][CH2:20][CH2:21][C:22](=O)[C:23]3[CH:28]=[CH:27][CH:26]=[CH:25][CH:24]=3)[CH2:14][CH2:13]2)[CH:7]=1)=[O:4].Cl.[CH3:32][C:33]1[CH:38]=[CH:37][C:36]([NH:39]N)=[CH:35][CH:34]=1>>[CH3:1][CH:2]([CH3:30])[C:3]([NH:5][C:6]1[CH:11]=[CH:10][CH:9]=[C:8]([CH:12]2[CH2:17][CH2:16][N:15]([CH2:18][CH2:19][CH2:20][C:21]3[C:37]4[C:36](=[CH:35][CH:34]=[C:33]([CH3:32])[CH:38]=4)[NH:39][C:22]=3[C:23]3[CH:28]=[CH:27][CH:26]=[CH:25][CH:24]=3)[CH2:14][CH2:13]2)[CH:7]=1)=[O:4] |f:1.2|. The product is CC(C(=O)NC1=CC(=CC=C1)C1CCN(CC1)CCCC1=C(NC2=CC=C(C=C12)C)C1=CC=CC=C1)C (2-METHYL-N-(3-{1-[3-(5-METHYL-2-PHENYL-1H-INDOL-3-YL)PROPYL]-4-PIPERIDINYL}PHENYL)PROPANAMIDE). Reactants: CC(C(=O)NC1=CC(=CC=C1)C1CCN(CC1)CCCCC(C1=CC=CC=C1)=O)C (2-methyl-N-{3-[1-(5-oxo-5-phenylpentyl)-4-piperidinyl]phenyl}propanamide), Cl.CC1=CC=C(C=C1)NN (1-(4-methylphenyl)hydrazine hydrochloride). Procedure details: Prepared by Procedure E and Scheme M using 2-methyl-N-{3-[1-(5-oxo-5-phenylpentyl)-4-piperidinyl]phenyl}propanamide and 1-(4-methylphenyl)hydrazine hydrochloride: ESMS m/e: 494.3 (M+H)+. Reactants: ClC=1C=C(C=C(C1OCC(F)(F)F)C1=CC=C(C=C1)C(F)(F)F)C1(CC2(CC2)C1)C(=O)OCC (ethyl 5-(5-chloro-6-(2,2,2-trifluoroethoxy)-4′-(trifluoromethyl)biphenyl-3-yl)-spiro[2,3]hexane-5-carboxylate), O.[OH-].[Li+] (lithium hydroxide monohydrate). Solvent: CO.C1CCOC1.O (MeOH THF Water). Reaction conditions: time 3 hour. The product is ClC=1C=C(C=C(C1OCC(F)(F)F)C1=CC=C(C=C1)C(F)(F)F)C1(CC2(CC2)C1)C(=O)O (5-(5-chloro-6-(2,2,2-trifluoroethoxy)-4′-(trifluoromethyl)biphenyl-3-yl)-spiro[2,3]hexane-5-carboxylic acid). Isolated yield 67.3%. As a reaction SMILES: [Cl:1][C:2]1[CH:3]=[C:4]([C:24]2([C:30]([O:32]CC)=[O:31])[CH2:29][C:26]3([CH2:28][CH2:27]3)[CH2:25]2)[CH:5]=[C:6]([C:14]2[CH:19]=[CH:18][C:17]([C:20]([F:23])([F:22])[F:21])=[CH:16][CH:15]=2)[C:7]=1[O:8][CH2:9][C:10]([F:13])([F:12])[F:11].O.[OH-].[Li+]>CO.C1COCC1.O>[Cl:1][C:2]1[CH:3]=[C:4]([C:24]2([C:30]([OH:32])=[O:31])[CH2:29][C:26]3([CH2:28][CH2:27]3)[CH2:25]2)[CH:5]=[C:6]([C:14]2[CH:19]=[CH:18][C:17]([C:20]([F:22])([F:23])[F:21])=[CH:16][CH:15]=2)[C:7]=1[O:8][CH2:9][C:10]([F:13])([F:11])[F:12] |f:1.2.3,4.5.6|. Reported procedure: A mixture of ethyl 5-(5-chloro-6-(2,2,2-trifluoroethoxy)-4′-(trifluoromethyl)biphenyl-3-yl)-spiro[2,3]hexane-5-carboxylate (0.5 g, 0.9 mmol) and lithium hydroxide monohydrate (0.415 g, 9.88 mmol) in a MeOH/THF/Water solvent mixture (10 ml/10 ml/10 ml) was stirred for 3 h at room temperature. After completion of reaction volatiles were removed under reduced pressure. Residue was diluted with water, acidified with 5% HCl solution and extracted with ethyl acetate (3×50 mL). The combined organic lay... Reaction conditions: temperature 120 celsius, time 23 hour. RXN SMILES: [CH:1]([N:4]([CH:22]([CH3:24])[CH3:23])[CH2:5][CH2:6][N:7]1[C:16]2[C:11](=[CH:12][CH:13]=[CH:14][CH:15]=2)/[C:10](=[N:17]\[NH:18][C:19]([NH2:21])=[O:20])/[C:8]1=[O:9])([CH3:3])[CH3:2].[CH2:25](N)[CH2:26][CH:27]([CH3:29])[CH3:28]>C1(C)C=CC=CC=1.CN(C)C=O>[CH2:25]([NH:21][C:19](=[O:20])[NH:18]/[N:17]=[C:10]1\[C:8](=[O:9])[N:7]([CH2:6][CH2:5][N:4]([CH:1]([CH3:3])[CH3:2])[CH:22]([CH3:24])[CH3:23])[C:16]2[C:11]\1=[CH:12][CH:13]=[CH:14][CH:15]=2)[CH2:26][CH:27]([CH3:29])[CH3:28]. Isolated yield 84.0%. Starting materials: C(C)(C)N(CCN1C(=O)/C(/C2=CC=CC=C12)=N/NC(=O)N)C(C)C ((E)-1-(2-diisopropylaminoethyl)isatin 3-semicarbazone), C(CC(C)C)N (isopentylamine). The solvent is C1(=CC=CC=C1)C (toluene), CN(C=O)C (N,N-dimethylformamide). Yields the product C(CC(C)C)NC(N\N=C\1/C(N(C2=CC=CC=C12)CCN(C(C)C)C(C)C)=O)=O ((Z)-1-(2-diisopropylaminoethyl)isatin 3-(4-isopentylsemicarbazone)). Procedure: A suspension of 1.10 g of (E)-1-(2-diisopropylaminoethyl)isatin 3-semicarbazone and 0.29 g of isopentylamine in a mixture of 150 ml of dry toluene and 20 ml of dry N,N-dimethylformamide was stirred for 23 hours at 120° C. The reaction mixture was concentrated under reduced pressure, and the residue was dissolved in dichloromethane. The solution was washed with water, dried over anhydrous magnesium sulfate and concentrated under reduced pressure. The residue was purified with silica gel flash col... Starting materials: C(=O)(O)[O-].[Na+] (NaHCO3), CN(C=1C=C(C=CC1)C(C1=NN=NN1C)=NOCC1=CC=CC(=N1)N)C (6-{[({[3-(dimethylamino)phenyl](1-methyl-1H-tetrazol-5-yl)methylene}amino)oxy]methyl}pyridin-2-amine), N1=CC=CC=C1 (pyridine), FC(C(=O)Cl)(OC1=CC=CC=C1)F (2,2-difluoro-2-phenoxyacetyl chloride). Solvent: O1CCOCC1 (1,4-dioxane). Reaction conditions: time 25 hour. Yields the product CN(C=1C=C(C=CC1)C(C1=NN=NN1C)=NOCC1=CC=CC(=N1)NC(C(OC1=CC=CC=C1)(F)F)=O)C (N-(6-{[({[3-(dimethylamino)phenyl](1-methyl-1H-tetrazol-5-yl)methylene}amino)oxy]methyl}pyridin-2-yl)-2,2-difluoro-2-phenoxyacetamide), P(HCOOH). Yield: 88.0%. As a reaction SMILES: [CH3:1][N:2]([CH3:26])[C:3]1[CH:4]=[C:5]([C:9](=[N:16][O:17][CH2:18][C:19]2[N:24]=[C:23]([NH2:25])[CH:22]=[CH:21][CH:20]=2)[C:10]2[N:14]([CH3:15])[N:13]=[N:12][N:11]=2)[CH:6]=[CH:7][CH:8]=1.N1C=CC=CC=1.[F:33][C:34]([F:45])([O:38][C:39]1[CH:44]=[CH:43][CH:42]=[CH:41][CH:40]=1)[C:35](Cl)=[O:36].C([O-])(O)=O.[Na+]>O1CCOCC1>[CH3:1][N:2]([CH3:26])[C:3]1[CH:4]=[C:5]([C:9](=[N:16][O:17][CH2:18][C:19]2[N:24]=[C:23]([NH:25][C:35](=[O:36])[C:34]([F:33])([F:45])[O:38][C:39]3[CH:44]=[CH:43][CH:42]=[CH:41][CH:40]=3)[CH:22]=[CH:21][CH:20]=2)[C:10]2[N:14]([CH3:15])[N:13]=[N:12][N:11]=2)[CH:6]=[CH:7][CH:8]=1 |f:3.4|. Procedure details: To a stirred solution of 6-{[({[3-(dimethylamino)phenyl](1-methyl-1H-tetrazol-5-yl)methylene}amino)oxy]methyl}pyridin-2-amine (90 mg, 0.26 mmol) in dry 1,4-dioxane (10 mL) were added pyridine (31 μL, 0.38 mmol) and 2,2-difluoro-2-phenoxyacetyl chloride (105 mg, 0.51 mmol). The reaction mixture was stirred at room temperature for 25 h, then poured into aq. NaHCO3 (10 g/L, 30 mL). After extraction with ethyl acetate (50 mL), the organic layer was dried (MgSO4) and concentrated in vacuo. Purificati...